Dataset: the Open Reaction Database (ORD), a public repository of structured organic reaction records. Task: describe an organic reaction: reactants, conditions, products, and yield Reactants: CN(C)C=O, Cc1[nH]cc2c1-c1ccc(Cl)cc1C(c1ccccc1Cl)=NC2, [Na+], [Na+], O=C([O-])[O-], O=P(Cl)(Cl)Cl. Yields the product Cc1[nH]c(C=O)c2c1-c1ccc(Cl)cc1C(c1ccccc1Cl)=NC2. RXN SMILES: [CH3:35][N:36]([CH3:37])[CH:38]=[O:39].[Cl:6][c:7]1[cH:8][c:9]2[c:10]([cH:27][cH:28]1)-[c:11]1[c:12]([cH:23][nH:24][c:25]1[CH3:26])[CH2:13][N:14]=[C:15]2[c:16]1[c:17]([Cl:22])[cH:18][cH:19][cH:20][cH:21]1.[Na+:29].[Na+:30].[O-:31][C:32](=[O:33])[O-:34].[P:1]([Cl:2])([Cl:3])([Cl:4])=[O:5]>>[Cl:6][c:7]1[cH:8][c:9]2[c:10]([cH:27][cH:28]1)-[c:11]1[c:12]([c:23]([CH:32]=[O:31])[nH:24][c:25]1[CH3:26])[CH2:13][N:14]=[C:15]2[c:16]1[c:17]([Cl:22])[cH:18][cH:19][cH:20][cH:21]1. Reactants: COC1=NC(=NC(=C1[N+](=O)[O-])OC)N1CCC(CC1)OC (4,6-dimethoxy-2-(4-methoxypiperidin-1-yl)-5-nitropyrimidine). Reagents/catalysts: [Pd] (palladium on carbon). The solvent is CO (methanol). Run at time 3 hour. The product is COC1=NC(=NC(=C1N)OC)N1CCC(CC1)OC (4,6-dimethoxy-2-(4-methoxypiperidin-1-yl)pyrimidin-5-amine). Isolated yield 108.9%. As a reaction SMILES: [CH3:1][O:2][C:3]1[C:8]([N+:9]([O-])=O)=[C:7]([O:12][CH3:13])[N:6]=[C:5]([N:14]2[CH2:19][CH2:18][CH:17]([O:20][CH3:21])[CH2:16][CH2:15]2)[N:4]=1>[Pd].CO>[CH3:13][O:12][C:7]1[C:8]([NH2:9])=[C:3]([O:2][CH3:1])[N:4]=[C:5]([N:14]2[CH2:19][CH2:18][CH:17]([O:20][CH3:21])[CH2:16][CH2:15]2)[N:6]=1. Reported procedure: To a 1 L Atlantis reactor, under nitrogen, was added 20% palladium on carbon (6.16 g, 5.79 mmol, 15% by weight), 4,6-dimethoxy-2-(4-methoxypiperidin-1-yl)-5-nitropyrimidine (41.1 g, 137.8 mmol) and methanol (390 mL). The reactor was sealed and purged with nitrogen (3×) and then hydrogen (3×). The mixture was hydrogenated at 50 psi (H2) for 3 h. After purging with nitrogen, the catalyst was removed by filtration, and the filter cake was rinsed with additional methanol (150 mL). The filtrate was c...